Dataset: the Open Reaction Database (ORD), a public repository of structured organic reaction records. Task: describe an organic reaction: reactants, conditions, products, and yield Starting materials: ClCCCBr, Cc1ccccc1, CN1CCNCC1. Product: CN1CCN(CCCCl)CC1. Reaction SMILES: [Br:8][CH2:9][CH2:10][CH2:11][Cl:12].[CH3:13][c:14]1[cH:15][cH:16][cH:17][cH:18][cH:19]1.[CH3:1][N:2]1[CH2:3][CH2:4][NH:5][CH2:6][CH2:7]1>>[CH3:1][N:2]1[CH2:3][CH2:4][N:5]([CH2:9][CH2:10][CH2:11][Cl:12])[CH2:6][CH2:7]1. RXN SMILES: [CH2:26]([c:27]1[cH:28][cH:29][cH:30][cH:31][cH:32]1)[n:33]1[n:34][c:35]2[cH:36][c:37]([B:42]3[O:43][C:44]([CH3:45])([CH3:46])[C:47]([CH3:48])([CH3:49])[O:50]3)[cH:38][cH:39][c:40]2[cH:41]1.[CH2:57]1[O:58][CH2:59][CH2:60][O:61][CH2:62]1.[K+:51].[K+:52].[NH2:1][c:2]1[n:3][cH:4][n:5][n:6]2[c:7]1[c:8]([Br:20])[cH:9][c:10]2[C:11]([CH2:12][N:13]1[CH2:14][CH2:15][O:16][CH2:17][CH2:18]1)=[O:19].[O-:53][C:54]([O-:55])=[O:56].[O:21]=[CH:22][N:23]([CH3:24])[CH3:25].[OH2:140].[cH:63]1[cH:64][cH:65][c:66]([P:67]([Pd:68]([P:69]([c:70]2[cH:71][cH:72][cH:73][cH:74][cH:75]2)([c:76]2[cH:77][cH:78][cH:79][cH:80][cH:81]2)[c:82]2[cH:83][cH:84][cH:85][cH:86][cH:87]2)([P:88]([c:89]2[cH:90][cH:91][cH:92][cH:93][cH:94]2)([c:95]2[cH:96][cH:97][cH:98][cH:99][cH:100]2)[c:101]2[cH:102][cH:103][cH:104][cH:105][cH:106]2)[P:107]([c:108]2[cH:109][cH:110][cH:111][cH:112][cH:113]2)([c:114]2[cH:115][cH:116][cH:117][cH:118][cH:119]2)[c:120]2[cH:121][cH:122][cH:123][cH:124][cH:125]2)([c:126]2[cH:127][cH:128][cH:129][cH:130][cH:131]2)[c:132]2[cH:133][cH:134][cH:135][cH:136][cH:137]2)[cH:138][cH:139]1>>[NH2:1][c:2]1[n:3][cH:4][n:5][n:6]2[c:7]1[c:8](-[c:37]1[cH:36][c:35]3[n:34][n:33]([CH2:26][c:27]4[cH:28][cH:29][cH:30][cH:31][cH:32]4)[cH:41][c:40]3[cH:39][cH:38]1)[cH:9][c:10]2[C:11]([CH2:12][N:13]1[CH2:14][CH2:15][O:16][CH2:17][CH2:18]1)=[O:19]. The reactants are CC1(C)OB(c2ccc3cn(Cc4ccccc4)nc3c2)OC1(C)C, C1COCCO1, [K+], [K+], Nc1ncnn2c(C(=O)CN3CCOCC3)cc(Br)c12, O=C([O-])[O-], CN(C)C=O, O, c1ccc(P(c2ccccc2)(c2ccccc2)[Pd](P(c2ccccc2)(c2ccccc2)c2ccccc2)(P(c2ccccc2)(c2ccccc2)c2ccccc2)P(c2ccccc2)(c2ccccc2)c2ccccc2)cc1. Yields the product Nc1ncnn2c(C(=O)CN3CCOCC3)cc(-c3ccc4cn(Cc5ccccc5)nc4c3)c12. Starting materials: NC1=C(CNC(C(N2C(C3=CC=CC(=C3C2)C)=O)OCC)=O)C=CC(=C1)C#N ((RS)-N-(2-Amino-4-cyano-benzyl)-2-ethoxy-2-(4-methyl-1-oxo-1,3-dihydro-isoindol-2-yl)-acetamide), FC1=C(C=O)C=CC=C1 (2-fluoro-benzaldehyde), [BH3-]C#N.[Na+] (NaCNBH3). The reagents and catalysts are [Cl-].[Cl-].[Zn+2] (ZnCl2). Solvent: CO (MeOH), CO (MeOH). Conditions: time 16 hour. The product is C(#N)C1=CC(=C(CNC(C(N2C(C3=CC=CC(=C3C2)C)=O)OCC)=O)C=C1)NCC1=C(C=CC=C1)F ((RS)-N-[4-cyano-2-(2-fluoro-benzylamino)-benzyl]-2-ethoxy-2-(4-methyl-1-oxo-1,3-dihydro-isoindol-2-yl)-acetamide). Isolated yield 85.5%. RXN SMILES: [NH2:1][C:2]1[CH:26]=[C:25]([C:27]#[N:28])[CH:24]=[CH:23][C:3]=1[CH2:4][NH:5][C:6](=[O:22])[CH:7]([O:19][CH2:20][CH3:21])[N:8]1[CH2:16][C:15]2[C:10](=[CH:11][CH:12]=[CH:13][C:14]=2[CH3:17])[C:9]1=[O:18].[F:29][C:30]1[CH:37]=[CH:36][CH:35]=[CH:34][C:31]=1[CH:32]=O.[BH3-]C#N.[Na+]>CO.[Cl-].[Cl-].[Zn+2]>[C:27]([C:25]1[CH:24]=[CH:23][C:3]([CH2:4][NH:5][C:6](=[O:22])[CH:7]([O:19][CH2:20][CH3:21])[N:8]2[CH2:16][C:15]3[C:10](=[CH:11][CH:12]=[CH:13][C:14]=3[CH3:17])[C:9]2=[O:18])=[C:2]([NH:1][CH2:32][C:31]2[CH:34]=[CH:35][CH:36]=[CH:37][C:30]=2[F:29])[CH:26]=1)#[N:28] |f:2.3,5.6.7|. Procedure details: (RS)-N-(2-Amino-4-cyano-benzyl)-2-ethoxy-2-(4-methyl-1-oxo-1,3-dihydro-isoindol-2-yl)-acetamide (0.101 g) was treated in MeOH (2 ml) successively with 2-fluoro-benzaldehyde (99 mg) and 1 ml of a MeOH-solution containing scrupulously dried ZnCl2 (145 mg) and NaCNBH3 (50 mg). The reaction mixture was stirred for 16 h at 50–55° C., poured onto crashed ice and extracted two times with ethyl acetate. The combined organic layers were washed with water and brine and dried over magnesium sulfate. The so...